This data is from the Open Reaction Database (ORD), a public repository of structured organic reaction records. The task is: describe an organic reaction: reactants, conditions, products, and yield Reactants: C[C@]12CC[C@H]3[C@H]([C@@H]1CCC2=O)CC=C4[C@@]3(CC[C@@H](C4)O)C (dehydroepiandrosterone), [H-].[Na+] (sodium hydride), C(C)(=O)OCCl (chloromethyl acetate), C(C)(=O)Cl (acetyl chloride), C=O (formaldehyde), [H-].[Na+] (sodium hydride). The reagents and catalysts are [Cl-].[Cl-].[Zn+2] (ZnCl2). Run in C1CCOC1 (THF), O (water). The product is C(C)(=O)O.OCO[C@@H]1CC2CC[C@H]3[C@@H]4C=CC([C@@]4(C)CC[C@@H]3[C@]2(CC1)C)=O (3β-hydroxymethoxy-androsten-17-one acetate). RXN SMILES: [CH3:1][C@@:2]12[C:10](=[O:11])[CH2:9][CH2:8][C@H:7]1[C@@H:6]1[CH2:12][CH:13]=[C:14]3[CH2:19][C@@H:18]([OH:20])[CH2:17][CH2:16][C@:15]3([CH3:21])[C@H:5]1[CH2:4][CH2:3]2.[H-].[Na+].[C:24]([O:27]CCl)(=[O:26])[CH3:25].[C:30](Cl)(=[O:32])C.C=O>C1COCC1.[Cl-].[Cl-].[Zn+2].O>[C:24]([OH:27])(=[O:26])[CH3:25].[OH:32][CH2:30][O:20][C@H:18]1[CH2:17][CH2:16][C@@:15]2([CH3:21])[CH:14]([CH2:13][CH2:12][C@@H:6]3[C@@H:5]2[CH2:4][CH2:3][C@@:2]2([CH3:1])[C@H:7]3[CH:8]=[CH:9][C:10]2=[O:11])[CH2:19]1 |f:1.2,7.8.9,11.12|. Reported procedure: To a solution of dehydroepiandrosterone (2.88 g, 10 mmol) in THF (100 mL) is added sodium hydride (11 mmol, 60% in oil) at room temperature under an argon atmosphere. When all the sodium hydride has reacted, chloromethyl acetate (prepared from acetyl chloride and formaldehyde (or derivative) using ZnCl2 as catalyst) is added and the mixture is heated for a few hours. After cooling, the mixture is poured into water and extracted with ethyl acetate. The organic phase is then washed with water, dri... Starting materials: CN(C=O)C (dimethylformamide), ClCCl (dichloromethane), NC1=CC2=C(N=C(S2)NC(C2=CC=CC=C2)=O)C=C1 (N-(6-aminobenzothiazol-2-yl)benzamide), ClC1=NC=CC(=N1)N1CCN(CC1)C (2-chloro-4-(4methylpiperazin1-yl)pyrimidine). The solvent is CO (methanol), C(C)O (ethanol). Product: CN1CCN(CC1)C1=NC(=NC=C1)NC1=CC2=C(N=C(S2)NC(C2=CC=CC=C2)=O)C=C1 (N-{6-[4-(4-Methylpiperazin-1-yl)pyrimidin-2-ylamino]benzothiazol-2-yl}benzamide), solid. Isolated yield 53.8%. As a reaction SMILES: [NH2:1][C:2]1[CH:19]=[CH:18][C:5]2[N:6]=[C:7]([NH:9][C:10](=[O:17])[C:11]3[CH:16]=[CH:15][CH:14]=[CH:13][CH:12]=3)[S:8][C:4]=2[CH:3]=1.Cl[C:21]1[N:26]=[C:25]([N:27]2[CH2:32][CH2:31][N:30]([CH3:33])[CH2:29][CH2:28]2)[CH:24]=[CH:23][N:22]=1.CN(C)C=O.ClCCl>C(O)C.CO>[CH3:33][N:30]1[CH2:29][CH2:28][N:27]([C:25]2[CH:24]=[CH:23][N:22]=[C:21]([NH:1][C:2]3[CH:19]=[CH:18][C:5]4[N:6]=[C:7]([NH:9][C:10](=[O:17])[C:11]5[CH:16]=[CH:15][CH:14]=[CH:13][CH:12]=5)[S:8][C:4]=4[CH:3]=3)[N:26]=2)[CH2:32][CH2:31]1. Procedure details: N-{6-[4-(4-Methylpiperazin-1-yl)pyrimidin-2-ylamino]benzothiazol-2-yl}benzamide was prepared by heating a mixture of N-(6-aminobenzothiazol-2-yl)benzamide (IM 2, 50 mg, 0.186 mmol) and 2-chloro-4-(4methylpiperazin1-yl)pyrimidine (IM 10, 40 mg, 0.186 mmol) in ethanol (3 mL) to 80° C. for 4 days. After dissolving the precipitate by addition of dimethylformamide, pTLC (dichloromethane:methanol=4.1) yielded a solid (44 mg, 0.100 mmol, 54%). LC/ESI-MS: m/z=446 [M+H]+; m/z=444 [M−H]−; Rt=2.12 min. The reactants are C=CC(=O)OCC, CC(=O)[O-], CC(=O)[O-], CC#N, CC(C)O, [Co+2], O, CCOC(=O)C(O)CC(C)(C)O, O=C1c2ccccc2C(=O)N1O. RXN SMILES: [C:1]([O:2][CH2:3][CH3:4])(=[O:5])[CH:6]=[CH2:7].[C:33]([O-:34])(=[O:35])[CH3:36].[C:38]([O-:39])(=[O:40])[CH3:41].[CH3:42][C:43]#[N:44].[CH3:45][CH:46]([OH:47])[CH3:48].[Co+2:37].[O:20].[OH:21][CH:22]([C:23]([O:25][CH2:24][CH3:26])=[O:27])[CH2:28][C:29]([CH3:30])([CH3:31])[OH:32].[OH:8][N:9]1[C:10](=[O:11])[c:12]2[cH:13][cH:14][cH:15][cH:16][c:17]2[C:18]1=[O:19]>>[OH:21][CH:22]1[C:23](=[O:25])[O:32][C:29]([CH3:30])([CH3:31])[CH2:28]1. Yields the product CC1(C)CC(O)C(=O)O1. Reactants: N1(CCNCC1)C=1C=CC=2N(N1)C(=NN2)C(F)(F)F (6-(piperazin-1-yl)-3-(trifluoromethyl)-[1,2,4]triazolo[4,3-b]pyridazine), COC1=C(C=O)C=CC=C1 (2-methoxybenzaldehyde). Product: COC1=C(C=CC=C1)CN1CCN(CC1)C=1C=CC=2N(N1)C(=NN2)C(F)(F)F (6-[4-[(2-methoxyphenyl)methyl]piperazin-1-yl]-3-(trifluoromethyl)-[1,2,4]triazolo[4,3-b]pyridazine). RXN SMILES: [N:1]1([C:7]2[CH:8]=[CH:9][C:10]3[N:11]([C:13]([C:16]([F:19])([F:18])[F:17])=[N:14][N:15]=3)[N:12]=2)[CH2:6][CH2:5][NH:4][CH2:3][CH2:2]1.[CH3:20][O:21][C:22]1[CH:29]=[CH:28][CH:27]=[CH:26][C:23]=1[CH:24]=O>>[CH3:20][O:21][C:22]1[CH:29]=[CH:28][CH:27]=[CH:26][C:23]=1[CH2:24][N:4]1[CH2:3][CH2:2][N:1]([C:7]2[CH:8]=[CH:9][C:10]3[N:11]([C:13]([C:16]([F:17])([F:18])[F:19])=[N:14][N:15]=3)[N:12]=2)[CH2:6][CH2:5]1. Reported procedure: Reductive amination of 6-(piperazin-1-yl)-3-(trifluoromethyl)-[1,2,4]triazolo[4,3-b]pyridazine with 2-methoxybenzaldehyde was carried out according to General Synthetic Method 5. The crude product was purified by hplc using a Waters XBridge Prep C18 OBD column (5μ silica, 19 mm diameter, 100 mm length) eluted with decreasingly polar mixtures of water (containing 1% aqueous ammonia) and acetonitrile as eluents to give 6-[4-[(2-methoxyphenyl)methyl]piperazin-1-yl]-3-(trifluoromethyl)-[1,2,4]triazo... Reactants: CS(=O)(=O)OCCOC1=CC(=CC=C1)C1=CC(=NN1C1=CC(=CC=C1)Cl)C(=O)N1CNC(C1)=O (2-(3-{1-(3-Chlorophenyl)-3-[(4-oxoimidazolidin-1-yl)carbonyl]-1H-pyrazol-5-yl}phenoxy)ethyl methanesulfonate), CN1CCNCC1 (1-methylpiperazine), C(=O)O.ClC=1C=C(C=CC1)N1N=C(C=C1C1=CC(=CC=C1)OCCCN(C)C)C(=O)N1CNC(C1)=O (1-{[1-(3-Chlorophenyl)-5-{3-[3-(dimethylamino)propoxy]phenyl}-1H-pyrazol-3-yl]carbonyl}imidazolidin-4-one formate). The solvent is O1CCCC1 (tetrahydrofuran). The product is C(=O)O.C(=O)O.ClC=1C=C(C=CC1)N1N=C(C=C1C1=CC(=CC=C1)OCCN1CCN(CC1)C)C(=O)N1CNC(C1)=O (1-{[1-(3-Chlorophenyl)-5-{3-[2-(4-methylpiperazin-1-yl)ethoxy]phenyl}-1H-pyrazol-3-yl]carbonyl}imidazolidin-4-one diformate). As a reaction SMILES: CS(O[CH2:6][CH2:7][O:8][C:9]1[CH:14]=[CH:13][CH:12]=[C:11]([C:15]2[N:19]([C:20]3[CH:25]=[CH:24][CH:23]=[C:22]([Cl:26])[CH:21]=3)[N:18]=[C:17]([C:27]([N:29]3[CH2:33][C:32](=[O:34])[NH:31][CH2:30]3)=[O:28])[CH:16]=2)[CH:10]=1)(=O)=O.[CH3:35][N:36]1[CH2:41][CH2:40][NH:39][CH2:38][CH2:37]1.[CH:42]([OH:44])=[O:43].ClC1C=C(N2C(C3C=CC=C(OCCCN(C)C)C=3)=CC(C(N3CC(=O)NC3)=O)=N2)C=CC=1>O1CCCC1>[CH:42]([OH:44])=[O:43].[CH:42]([OH:44])=[O:43].[Cl:26][C:22]1[CH:21]=[C:20]([N:19]2[C:15]([C:11]3[CH:12]=[CH:13][CH:14]=[C:9]([O:8][CH2:7][CH2:6][N:39]4[CH2:40][CH2:41][N:36]([CH3:35])[CH2:37][CH2:38]4)[CH:10]=3)=[CH:16][C:17]([C:27]([N:29]3[CH2:33][C:32](=[O:34])[NH:31][CH2:30]3)=[O:28])=[N:18]2)[CH:25]=[CH:24][CH:23]=1 |f:2.3,5.6.7|. Procedure details: The preparation of the title compound takes place starting from the compound of Example 121A and 1-methylpiperazine without the addition of tetrahydrofuran in analogy to the synthesis of the compound of Example 29. 46 mg (38% of theory) of the title compound are obtained. Starting materials: O[C@@H](C(=O)N1CCOCC1)C (N-[(2R)-2-hydroxypropionyl]morpholine), O1CCCC=C1 (3,4-dihydro-2H-pyran). The reagents and catalysts are O.C1(=CC=C(C=C1)S(=O)(=O)O)C (p-toluenesulfonic acid mono hydrate). Solvent: ClCCl (dichloromethane). Conditions: time 30 minute. Product: O1C(CCCC1)O[C@@H](C(=O)N1CCOCC1)C (N-[(2R)-2-(3,4,5,6-tetrahydro-2H-pyran-2-yloxy)propionyl]morpholine). The yield is 85.4%. RXN SMILES: [OH:1][C@H:2]([CH3:11])[C:3]([N:5]1[CH2:10][CH2:9][O:8][CH2:7][CH2:6]1)=[O:4].[O:12]1[CH:17]=[CH:16][CH2:15][CH2:14][CH2:13]1>O.C1(C)C=CC(S(O)(=O)=O)=CC=1.ClCCl>[O:12]1[CH2:17][CH2:16][CH2:15][CH2:14][CH:13]1[O:1][C@H:2]([CH3:11])[C:3]([N:5]1[CH2:6][CH2:7][O:8][CH2:9][CH2:10]1)=[O:4] |f:2.3|. Procedure: To a dichloromethane (500 ml) solution of N-[(2R)-2-hydroxypropionyl]morpholine (141 g) was added p-toluenesulfonic acid mono hydrate (1.67 g). To the mixture was added dropwise (30 minutes) 3,4-dihydro-2H-pyran (89.3 g) under ice-cooling, which was stirred for 30 minutes at room temperature. The reaction mixture was washed with a 5% aqueous solution of sodium hydrogen carbonate (150 ml×2), which was dried (magnesium sulfate), then the solvent was distilled off under reduced pressure. The residu... The reactants are FC1=C(C(=O)O)C=C(C(=C1)F)F (2,4,5-trifluorobenzoic acid), C(C(=O)Cl)(=O)Cl (oxalyl chloride). Reagents/catalysts: CCOCC (ether). Run in CN(C=O)C (N,N-dimethylformamide). Conditions: time 30 minute. Yields the product FC1=C(C(=O)Cl)C=C(C(=C1)F)F (2,4,5-Trifluorobenzoyl chloride). As a reaction SMILES: [F:1][C:2]1[CH:10]=[C:9]([F:11])[C:8]([F:12])=[CH:7][C:3]=1[C:4](O)=[O:5].C(Cl)(=O)C([Cl:16])=O>CCOCC.CN(C)C=O>[F:1][C:2]1[CH:10]=[C:9]([F:11])[C:8]([F:12])=[CH:7][C:3]=1[C:4]([Cl:16])=[O:5]. Reported procedure: To a solution of 5.24 g of 2,4,5-trifluorobenzoic acid in 50 ml of ether containing two drops of N,N-dimethylformamide was added, under argon, oxalyl chloride dropwise over 30 minutes. Stirring was continued for an additional 30 minutes when gas evolution ceased. The ether was removed in vacuo and the residue vacuum distilled to give 5.07 g of the desired compound, bp 26°-27° C./0.75 mm. Reactants: C1(=CC=CC=C1)C(C(=O)O[C@H]1CN2CCC1CC2)NS(=O)(=O)CC(F)(F)F ((R)-quinuclidin-3-yl 2-phenyl-2-(2,2,2-trifluoroethyl-sulfonamido)acetate), BrCC(=O)C1=CC=CC=C1 (2-bromo-1-phenylethanone). Solvent: CCOC(=O)C (EtOAc). Reaction conditions: time 16 hour. Product: [Br-].O=C(C[N+]12C[C@@H](C(CC1)CC2)OC(C(NS(=O)(=O)CC(F)(F)F)C2=CC=CC=C2)=O)C2=CC=CC=C2 ((3R)-1-(2-oxo-2-phenylethyl)-3-(2-phenyl-2-(2,2,2-trifluoroethylsulfonamido)acetoxy)-1-azoniabicyclo[2.2.2]octane bromide). The yield is 5.5%. As a reaction SMILES: [C:1]1([CH:7]([NH:19][S:20]([CH2:23][C:24]([F:27])([F:26])[F:25])(=[O:22])=[O:21])[C:8]([O:10][C@@H:11]2[CH:16]3[CH2:17][CH2:18][N:13]([CH2:14][CH2:15]3)[CH2:12]2)=[O:9])[CH:6]=[CH:5][CH:4]=[CH:3][CH:2]=1.[Br:28][CH2:29][C:30]([C:32]1[CH:37]=[CH:36][CH:35]=[CH:34][CH:33]=1)=[O:31]>CCOC(C)=O>[Br-:28].[O:31]=[C:30]([C:32]1[CH:37]=[CH:36][CH:35]=[CH:34][CH:33]=1)[CH2:29][N+:13]12[CH2:18][CH2:17][CH:16]([CH2:15][CH2:14]1)[C@@H:11]([O:10][C:8](=[O:9])[CH:7]([C:1]1[CH:6]=[CH:5][CH:4]=[CH:3][CH:2]=1)[NH:19][S:20]([CH2:23][C:24]([F:26])([F:27])[F:25])(=[O:22])=[O:21])[CH2:12]2 |f:3.4|. Procedure: To a solution of (R)-quinuclidin-3-yl 2-phenyl-2-(2,2,2-trifluoroethyl-sulfonamido)acetate (C78) (60 mg, 0.15 mmol) in EtOAc (2 ml), was added 2-bromo-1-phenylethanone (35.3 mg, 0.18 mmol). The reaction was stirred at RT for 16 hours. Then the solvent was evaporated, and the crude was purified by flash chromatography (DCM/MeOH=9/1) to obtain (3R)-1-(2-oxo-2-phenylethyl)-3-(2-phenyl-2-(2,2,2-trifluoroethylsulfonamido)acetoxy)-1-azoniabicyclo[2.2.2]octane bromide (5 mg; 6% yield). Reactants: C1(CCCCC1)C1=CC=C(C=C1)C(C)=O (4′-cyclohexylacetophenone), BrBr (bromine). Run in C(Cl)(Cl)Cl (chloroform). Reaction conditions: temperature 0 celsius. The product is 60, BrCC(=O)C1=CC=C(C=C1)C1CCCCC1 (2-bromo-4′-cyclohexylacetophenone). RXN SMILES: [CH:1]1([C:7]2[CH:12]=[CH:11][C:10]([C:13](=[O:15])[CH3:14])=[CH:9][CH:8]=2)[CH2:6][CH2:5][CH2:4][CH2:3][CH2:2]1.[Br:16]Br>C(Cl)(Cl)Cl>[Br:16][CH2:14][C:13]([C:10]1[CH:9]=[CH:8][C:7]([CH:1]2[CH2:2][CH2:3][CH2:4][CH2:5][CH2:6]2)=[CH:12][CH:11]=1)=[O:15]. Procedure: 50 Parts of 4′-cyclohexylacetophenone was dissolved in 250 parts of chloroform, After cooled to 0° C., 40 parts of bromine was added dropwise thereto. After the reaction, the mixture was washed with 5% aqueous NaHSO3 solution, with 2% aqueous K2CO3 solution and with water, organic layer obtained was concentrated to obtain 60 parts of 2-bromo-4′-cyclohexylacetophenone.